From a dataset of the Open Reaction Database (ORD), a public repository of structured organic reaction records. describe an organic reaction: reactants, conditions, products, and yield Reactants: BrC1=NC=CC=C1O (2-bromo-3-pyridinol), O (Water), [H-].[Na+] (Sodium hydride), BrC1CCCC1 (bromocyclopentane). The solvent is CN(C=O)C (dimethylformamide), CN(C=O)C (dimethylformamide). Product: BrC1=NC=CC=C1OC1CCCC1 (2-bromo-3-cyclopentyloxy pyridine). The yield is 60.0%. Reaction SMILES: [H-].[Na+].[Br:3][C:4]1[C:9]([OH:10])=[CH:8][CH:7]=[CH:6][N:5]=1.Br[CH:12]1[CH2:16][CH2:15][CH2:14][CH2:13]1.O>CN(C)C=O>[Br:3][C:4]1[C:9]([O:10][CH:12]2[CH2:16][CH2:15][CH2:14][CH2:13]2)=[CH:8][CH:7]=[CH:6][N:5]=1 |f:0.1|. Reported procedure: Sodium hydride (160 mg) was dissolved in dimethylformamide (5 ml) and 2-bromo-3-pyridinol (500 mg) dissolved in dimethylformamide is slowly added dropwise. Then, bromocyclopentane (0.63 ml) was added to the solution and reacted for 5 hours at room temperature. Water was added to the suspension to dilute and extracted with ethyl acetate to separate an organic layer. The separated organic layer was dried with anhydrous magnesium sulfate and distilled under reduced pressure. As a result, 2-bromo-3-... RXN SMILES: [C:1]([CH3:2])([CH3:3])([CH3:4])[CH:5]1[CH2:6][CH2:7][CH:8]([c:11]2[c:12]([N:19]3[CH2:20][CH2:21][N:22]([CH2:25][CH2:26][CH2:27][CH3:28])[CH2:23][CH2:24]3)[cH:13][c:14]([CH:15]=[O:16])[cH:17][cH:18]2)[CH2:9][CH2:10]1.[CH3:33][C:34](=[O:35])[O-:36].[CH3:39][CH2:40][O:41][C:42](=[O:43])[CH3:44].[CH3:46][CH2:47][OH:48].[Cl-:29].[Cl-:37].[NH4+:38].[Na+:32].[OH2:45].[OH:30][NH3+:31]>>[C:1]([CH3:2])([CH3:3])([CH3:4])[CH:5]1[CH2:6][CH2:7][CH:8]([c:11]2[c:12]([N:19]3[CH2:20][CH2:21][N:22]([CH2:25][CH2:26][CH2:27][CH3:28])[CH2:23][CH2:24]3)[cH:13][c:14]([CH:15]=[N:31][OH:30])[cH:17][cH:18]2)[CH2:9][CH2:10]1. The reactants are CCCCN1CCN(c2cc(C=O)ccc2C2CCC(C(C)(C)C)CC2)CC1, CC(=O)[O-], CCOC(C)=O, CCO, [Cl-], [Cl-], [NH4+], [Na+], O, [NH3+]O. Yields the product CCCCN1CCN(c2cc(C=NO)ccc2C2CCC(C(C)(C)C)CC2)CC1. The reactants are CC(C)(C)[Si](C)(C)Cl, COC(=O)CC(O)C(NC(=O)OC(C)(C)C)C(C)C, CCOCC, CN(C)C=O, c1c[nH]cn1. Yields the product COC(=O)CC(O[Si](C)(C)C(C)(C)C)C(NC(=O)OC(C)(C)C)C(C)C. As a reaction SMILES: [C:25]([CH3:26])([CH3:27])([CH3:28])[Si:29]([CH3:30])([CH3:31])[Cl:32].[CH3:1][O:2][C:3]([CH2:4][CH:5]([CH:6]([CH:7]([CH3:8])[CH3:9])[NH:10][C:11](=[O:12])[O:13][C:14]([CH3:15])([CH3:16])[CH3:17])[OH:18])=[O:19].[CH3:38][CH2:39][O:40][CH2:41][CH3:42].[O:33]=[CH:34][N:35]([CH3:36])[CH3:37].[nH:20]1[cH:21][cH:22][n:23][cH:24]1>>[CH3:1][O:2][C:3]([CH2:4][CH:5]([CH:6]([CH:7]([CH3:8])[CH3:9])[NH:10][C:11](=[O:12])[O:13][C:14]([CH3:15])([CH3:16])[CH3:17])[O:18][Si:29]([C:25]([CH3:26])([CH3:27])[CH3:28])([CH3:30])[CH3:31])=[O:19].